Dataset: the Open Reaction Database (ORD), a public repository of structured organic reaction records. Task: describe an organic reaction: reactants, conditions, products, and yield Reactants: FC=1C=C(OC2=CC(=NC=C2)N(C(OC2=CC=CC=C2)=O)C(=O)OC2=CC=CC=C2)C=CC1NC(=O)C1(CC1)C(NC1=CC=C(C=C1)F)=O (phenyl N-[4-(3-fluoro-4-{[1-(4-fluorophenylcarbamoyl)cyclopropanecarbonyl]amino}phenoxy)pyridin-2-yl]-N-phenoxycarbonylcarbamate), Cl.Cl.N1(CCC1)CC1CCNCC1 (4-(azetidin-1-ylmethyl)piperidine dihydrochloride). The solvent is CN(C=O)C (N,N-dimethylformamide). Conditions: time 16 hour. Yields the product N1(CCC1)CC1CCN(CC1)C(=O)NC1=NC=CC(=C1)OC1=CC(=C(C=C1)NC(=O)C1(CC1)C(=O)NC1=CC=C(C=C1)F)F (N-(4-{[2-({[4-(Azetidin-1-ylmethyl)piperidin-1-yl]carbonyl}amino)pyridin-4-yl]oxy}-2-fluorophenyl)-N′-(4-fluorophenyl)cyclopropane-1,1-dicarboxamide). Isolated yield 48.1%. Reaction SMILES: [F:1][C:2]1[CH:3]=[C:4]([CH:31]=[CH:32][C:33]=1[NH:34][C:35]([C:37]1([C:40](=[O:49])[NH:41][C:42]2[CH:47]=[CH:46][C:45]([F:48])=[CH:44][CH:43]=2)[CH2:39][CH2:38]1)=[O:36])[O:5][C:6]1[CH:11]=[CH:10][N:9]=[C:8]([N:12](C(OC2C=CC=CC=2)=O)[C:13](=O)[O:14]C2C=CC=CC=2)[CH:7]=1.Cl.Cl.[N:52]1([CH2:56][CH:57]2[CH2:62][CH2:61][NH:60][CH2:59][CH2:58]2)[CH2:55][CH2:54][CH2:53]1>CN(C)C=O>[N:52]1([CH2:56][CH:57]2[CH2:62][CH2:61][N:60]([C:13]([NH:12][C:8]3[CH:7]=[C:6]([O:5][C:4]4[CH:31]=[CH:32][C:33]([NH:34][C:35]([C:37]5([C:40]([NH:41][C:42]6[CH:43]=[CH:44][C:45]([F:48])=[CH:46][CH:47]=6)=[O:49])[CH2:39][CH2:38]5)=[O:36])=[C:2]([F:1])[CH:3]=4)[CH:11]=[CH:10][N:9]=3)=[O:14])[CH2:59][CH2:58]2)[CH2:55][CH2:54][CH2:53]1 |f:1.2.3|. Procedure details: To a solution of phenyl N-[4-(3-fluoro-4-{[1-(4-fluorophenylcarbamoyl)cyclopropanecarbonyl]amino}phenoxy)pyridin-2-yl]-N-phenoxycarbonylcarbamate (50.0 mg) in N,N-dimethylformamide (2.0 ml) was added 4-(azetidin-1-ylmethyl)piperidine dihydrochloride (85.2 mg), followed by stirring at room temperature for 16 hr. The reaction mixture was partitioned between ethyl acetate and a 1N aqueous solution of sodium hydroxide. The organic layer was washed with brine, and dried over anhydrous sodium sulfate.... Reactants: BrCC1=CC=C(C(=O)OC)C=C1 (Methyl 4-(bromomethyl)benzoate), OC1=C2C=CN=CC2=CC=C1 (5-hydroxyisoquinoline). Yields the product C1=NC=CC2=C(C=CC=C12)OCC1=CC=C(C(=O)O)C=C1 (4-[(5-isoquinolinyloxy)methyl]benzoic acid). Reaction SMILES: Br[CH2:2][C:3]1[CH:12]=[CH:11][C:6]([C:7]([O:9]C)=[O:8])=[CH:5][CH:4]=1.[OH:13][C:14]1[CH:23]=[CH:22][CH:21]=[C:20]2[C:15]=1[CH:16]=[CH:17][N:18]=[CH:19]2>>[CH:19]1[C:20]2[C:15](=[C:14]([O:13][CH2:2][C:3]3[CH:12]=[CH:11][C:6]([C:7]([OH:9])=[O:8])=[CH:5][CH:4]=3)[CH:23]=[CH:22][CH:21]=2)[CH:16]=[CH:17][N:18]=1. Procedure details: Methyl 4-(bromomethyl)benzoate was alkylated with commercially available 5-hydroxyisoquinoline using the analogous procedure as used for Example 202. MS found: (M+H)=280. Starting materials: COC=1C=C(C=CC1)CCN1C(C=2C(C1=O)=CC=CC2)=O (N-(2-(3-methoxyphenyl)ethyl)phthalimide), C(CCC)[Li] (butyllithium), [Cl-].[NH4+] (ammonium chloride), BrC=1C=NC=CC1 (3-bromopyridine). The solvent is O1CCCC1 (tetrahydrofuran), C(C)OCC (diethyl ether), C(C)OCC (diethyl ether). Conditions: time 1 hour. The product is OC1(N(C(C2=CC=CC=C12)=O)CCC1=CC(=CC=C1)OC)C=1C=NC=CC1 (3-Hydroxy-2-(2-(3-methoxyphenyl)ethyl)-3-(3-pyridyl)-2,3-dihydroisoindol-1-one). RXN SMILES: C([Li])CCC.Br[C:7]1[CH:8]=[N:9][CH:10]=[CH:11][CH:12]=1.[CH3:13][O:14][C:15]1[CH:16]=[C:17]([CH2:21][CH2:22][N:23]2[C:27](=[O:28])[C:26]3=[CH:29][CH:30]=[CH:31][CH:32]=[C:25]3[C:24]2=[O:33])[CH:18]=[CH:19][CH:20]=1.[Cl-].[NH4+]>C(OCC)C.O1CCCC1>[OH:28][C:27]1([C:7]2[CH:8]=[N:9][CH:10]=[CH:11][CH:12]=2)[C:26]2[C:25](=[CH:32][CH:31]=[CH:30][CH:29]=2)[C:24](=[O:33])[N:23]1[CH2:22][CH2:21][C:17]1[CH:18]=[CH:19][CH:20]=[C:15]([O:14][CH3:13])[CH:16]=1 |f:3.4|. Reported procedure: At −70° C., a 1.6 M butyllithium solution (3.99 mmol) in absolute diethyl ether was admixed dropwise with a solution of 0.56 g (3.56 mmol) of 3-bromopyridine in absolute diethyl ether. The color of the mixture changed to yellow, and a precipitate was formed. After 1 h at −70° C., a solution of 0.5 g (1.78 mmol) of N-(2-(3-methoxyphenyl)ethyl)phthalimide in 10 ml of absolute tetrahydrofuran was added dropwise. The reaction mixture was warmed to room temperature, stirred for another 1 h and then a... Starting materials: C(C(=O)Cl)(=O)Cl (oxalyl chloride), Peptide, C(C)(C)(C)OC(=O)N[C@@H](CC1=CC=CC=C1)C(=O)O (t-butoxycarbonyl-L-phenylalanine), N1=CC=CC=C1 (pyridine), C(C1=CC=CC=C1)[C@@](C(=O)O)(CC(N)=O)O (benzyl-(S)-3-carbamoyl-2-hydroxypropionic acid), N1=CC=CC=C1 (pyridine). Reaction conditions: time 10 minute. Product: C(C1=CC=CC=C1)NC([C@H](CC(=O)N)OC([C@@H](NC(=O)OC(C)(C)C)CC1=CC=CC=C1)=O)=O ((S)-2-[[N-(t-butoxycarbonyl)-3-phenyl-L-alanyl]oxy]succinamide benzyl ester). RXN SMILES: [C:1]([O:5][C:6]([NH:8][C@H:9]([C:17]([OH:19])=[O:18])[CH2:10][C:11]1[CH:16]=[CH:15][CH:14]=[CH:13][CH:12]=1)=[O:7])([CH3:4])([CH3:3])[CH3:2].[C:20](Cl)(=O)[C:21](Cl)=O.C([C@:33](O)([CH2:37][C:38](=[O:40])[NH2:39])[C:34](O)=[O:35])C1C=CC=CC=1.[N:42]1[CH:47]=[CH:46][CH:45]=[CH:44][CH:43]=1>>[CH2:47]([NH:42][C:34](=[O:35])[C@@H:33]([O:18][C:17](=[O:19])[C@H:9]([CH2:10][C:11]1[CH:16]=[CH:15][CH:14]=[CH:13][CH:12]=1)[NH:8][C:6]([O:5][C:1]([CH3:4])([CH3:2])[CH3:3])=[O:7])[CH2:37][C:38]([NH2:39])=[O:40])[C:46]1[CH:21]=[CH:20][CH:43]=[CH:44][CH:45]=1. Procedure: 0.8 g of t-butoxycarbonyl-L-phenylalanine was dissolved in 5 ml of pyridine, treated at -5° with 0.3 ml of oxalyl chloride and stirred at 0-5° for 10 minutes. After the addition of 0.7 g of benzyl-(S)-3-carbamoyl-2-hydroxypropionic acid (which was prepared according to the directions in Agr. Biol. Chem. 40, 1651 (1976) and Int. J. Peptide Protein Res. 20, 35 (1982)) in 1 ml of pyridine, the mixture was stirred at 0°-5° for 2 hours and thereafter at room temperature for 1 hour. The reaction mixtu... Starting materials: residue, C(CN)N (ethylendiamine), COC=1C=C(C(=O)O)C=CC1[N+](=O)[O-] (3-methoxy-4-nitro-benzoic acid), S(=O)(Cl)Cl (thionyl chloride). Reagents/catalysts: CN(C=O)C (N,N-dimethylformamide). Run in CC(=O)C (acetone), O (water). Run at time 30 minute. Yields the product OCCNC(C1=CC(=C(C=C1)[N+](=O)[O-])OC)=O (N-(2-hydroxy-ethyl)-3-methoxy-4-nitro-benzamide). The yield is 46.0%. Reaction SMILES: [CH3:1][O:2][C:3]1[CH:4]=[C:5]([CH:9]=[CH:10][C:11]=1[N+:12]([O-:14])=[O:13])[C:6]([OH:8])=O.[CH2:15]([NH2:18])[CH2:16]N.S(Cl)(Cl)=[O:20]>CN(C)C=O.CC(C)=O.O>[OH:20][CH2:16][CH2:15][NH:18][C:6](=[O:8])[C:5]1[CH:9]=[CH:10][C:11]([N+:12]([O-:14])=[O:13])=[C:3]([O:2][CH3:1])[CH:4]=1. Procedure: A suspension of 3-methoxy-4-nitro-benzoic acid (1.5 g, 7.61 mmol) in thionyl chloride (20 mL) and N,N-dimethylformamide (2 drops) was heated at reflux for 2 hours. The solvent was then evaporated under reduced pressure to give a light yellow solid. A portion of this residue (3.8 mmol) was dissolved in acetone (previously dried over anhydrous sodium sulfate) (20 mL) and cooled in an ice bath. Then a solution of ethylendiamine (0.46 mL, 7.62 mmol) in water (10 mL) was added at 0° C. and the result... The reactants are O=C1NC=2C=CC=C3CC(CN1C23)NC(OC(C)(C)C)=O (t-Butyl (1,2,5,6-tetrahydro-2-oxo-4H-imidazo(4,5,1-ij)quinolin-5-yl)carbamate). Run in Cl.CO (methanol HCl). Conditions: time 1 hour. The product is NC1CN2C3=C(C=CC=C3C1)NC2=O (5-Amino-5,6-dihydro-4H-imidazo(4,5,1-ij)quinolin-2(1H)-one). Yield: 12.0%. RXN SMILES: [O:1]=[C:2]1[N:12]2[C:13]3[C:8]([CH2:9][CH:10]([NH:14]C(=O)OC(C)(C)C)[CH2:11]2)=[CH:7][CH:6]=[CH:5][C:4]=3[NH:3]1>Cl.CO>[NH2:14][CH:10]1[CH2:9][C:8]2[C:13]3=[C:4]([NH:3][C:2](=[O:1])[N:12]3[CH2:11]1)[CH:5]=[CH:6][CH:7]=2 |f:1.2|. Reported procedure: t-Butyl (1,2,5,6-tetrahydro-2-oxo-4H-imidazo(4,5,1-ij)quinolin-5-yl)carbamate (1.65 g, 0.057 mol) was dissolved in methanol HCl (85 mL) and stirred at room temperature for 1 hour. The solvent was removed under reduced pressure to give 1.29 g of crude product. An analytical sample was recrystallized from methanol and ether to give a pink solid, mp >300° C. Anal. Calcd. for C10H11N3O.HCl.1/2H2O: C, 51.58; H, 5.58; Cl, 15.11; N, 17.90. Found: C, 51.04; H, 5.47; Cl, 15.10; N, 17.86.